This data is from the Open Reaction Database (ORD), a public repository of structured organic reaction records. The task is: describe an organic reaction: reactants, conditions, products, and yield Starting materials: Brc1cncs1, CNCCN, CC(C)O, Cl[Cu], [Cu]. The product is CN(CCN)c1cncs1. RXN SMILES: [Br:1][c:2]1[cH:3][n:4][cH:5][s:6]1.[CH3:7][NH:8][CH2:9][CH2:10][NH2:11].[CH:12]([OH:13])([CH3:14])[CH3:15].[Cl:17][Cu:18].[Cu:16]>>[c:2]1([N:8]([CH3:7])[CH2:9][CH2:10][NH2:11])[cH:3][n:4][cH:5][s:6]1. The reactants are BrCC(=O)CC1=CC=C(C=C1)[N+](=O)[O-] (1-bromo-3-(4-nitrophenyl)acetone), C1(C=2C(C(N1)=O)=CC=CC2)=O.[K] (potassium phthalimide). The solvent is C1(=CC=CC=C1)C (toluene). Conditions: time 4 hour. Product: C1(C=2C(C(N1CC(=O)CC1=CC=C(C=C1)[N+](=O)[O-])=O)=CC=CC2)=O (1-phthalimido-3-(4-nitrophenyl)acetone). As a reaction SMILES: Br[CH2:2][C:3]([CH2:5][C:6]1[CH:11]=[CH:10][C:9]([N+:12]([O-:14])=[O:13])=[CH:8][CH:7]=1)=[O:4].[C:15]1(=[O:25])[NH:19][C:18](=[O:20])[C:17]2=[CH:21][CH:22]=[CH:23][CH:24]=[C:16]12.[K]>C1(C)C=CC=CC=1>[C:15]1(=[O:25])[N:19]([CH2:2][C:3]([CH2:5][C:6]2[CH:11]=[CH:10][C:9]([N+:12]([O-:14])=[O:13])=[CH:8][CH:7]=2)=[O:4])[C:18](=[O:20])[C:17]2=[CH:21][CH:22]=[CH:23][CH:24]=[C:16]12 |f:1.2,^1:25|. Procedure details: A mixture of 1-bromo-3-(4-nitrophenyl)acetone and potassium phthalimide (7.2 g.) in toluene (100 ml.) was heated under reflux with stirring for 4 hours. The mixture was filtered, the filtrate evaporated. The residue was purified by chromatography on silica gel using CH2Cl2 as eluant to give 1-phthalimido-3-(4-nitrophenyl)acetone, m.p. 184°.